From a dataset of the Open Reaction Database (ORD), a public repository of structured organic reaction records. describe an organic reaction: reactants, conditions, products, and yield Starting materials: C[Zn]C (dimethylzinc), ClC1=NC=CC(=N1)C1=C(N=C(S1)C1CCN(CC1)C(=O)OC(C)(C)C)C1=C(C(=CC=C1)NS(=O)(=O)C1=COC=C1)F (1,1-dimethylethyl 4-(5-(2-chloro-4-pyrimidinyl)-4-{2-fluoro-3-[(3-furanylsulfonyl)-amino]phenyl}-1,3-thiazol-2-yl)-1-piperidinecarboxylate). Reagents/catalysts: C1=CC=C(C=C1)P([C-]2C=CC=C2)C3=CC=CC=C3.C1=CC=C(C=C1)P([C-]2C=CC=C2)C3=CC=CC=C3.Cl[Pd]Cl.[Fe+2].C(Cl)Cl (PdCl2(dppf) CH2Cl2). Solvent: O1CCOCC1 (1,4-dioxane). Conditions: temperature 80 celsius, time 1 hour. Product: FC1=C(C=CC=C1NS(=O)(=O)C1=COC=C1)C=1N=C(SC1C1=NC(=NC=C1)C)C1CCN(CC1)C(=O)OC(C)(C)C (1,1-dimethylethyl 4-[4-{2-fluoro-3-[(3-furanylsulfonyl)amino]phenyl}-5-(2-methyl-4-pyrimidinyl)-1,3-thiazol-2-yl]-1-piperidinecarboxylate). Yield: 81.3%. RXN SMILES: Cl[C:2]1[N:7]=[C:6]([C:8]2[S:12][C:11]([CH:13]3[CH2:18][CH2:17][N:16]([C:19]([O:21][C:22]([CH3:25])([CH3:24])[CH3:23])=[O:20])[CH2:15][CH2:14]3)=[N:10][C:9]=2[C:26]2[CH:31]=[CH:30][CH:29]=[C:28]([NH:32][S:33]([C:36]3[CH:40]=[CH:39][O:38][CH:37]=3)(=[O:35])=[O:34])[C:27]=2[F:41])[CH:5]=[CH:4][N:3]=1.[CH3:42][Zn]C>C1C=CC(P(C2C=CC=CC=2)[C-]2C=CC=C2)=CC=1.C1C=CC(P(C2C=CC=CC=2)[C-]2C=CC=C2)=CC=1.Cl[Pd]Cl.[Fe+2].C(Cl)Cl.O1CCOCC1>[F:41][C:27]1[C:28]([NH:32][S:33]([C:36]2[CH:40]=[CH:39][O:38][CH:37]=2)(=[O:35])=[O:34])=[CH:29][CH:30]=[CH:31][C:26]=1[C:9]1[N:10]=[C:11]([CH:13]2[CH2:18][CH2:17][N:16]([C:19]([O:21][C:22]([CH3:25])([CH3:24])[CH3:23])=[O:20])[CH2:15][CH2:14]2)[S:12][C:8]=1[C:6]1[CH:5]=[CH:4][N:3]=[C:2]([CH3:42])[N:7]=1 |f:2.3.4.5.6|. Reported procedure: 1,1-dimethylethyl 4-(5-(2-chloro-4-pyrimidinyl)-4-{2-fluoro-3-[(3-furanylsulfonyl)-amino]phenyl}-1,3-thiazol-2-yl)-1-piperidinecarboxylate (150 mg, 0.242 mmol) was dissolved into 1,4-dioxane (3 mL) and the solution was degassed for 10 min. PdCl2(dppf)-CH2Cl2 adduct (13.83 mg, 0.017 mmol) and dimethylzinc (0.242 mL, 0.484 mmol) were added to the reaction mixture. The reaction mixture was stirred at 80° C. for 1 h. The reaction was quenched with methanol (3 mL) and water (10 mL) and extracted with... Product: FC=1C=C(CC2=C(NC3=C2C(=NC=C3)N3CC2=CC=CC=C2CC3)C)C=CC1 (3-(3-fluorobenzyl)-2-methyl-4-(1,2,3,4-tetrahydroisoquinolin-2-yl)-1H-pyrrolo[3,2-c]pyridine). Reported procedure: The compound (25 mg, 0.055 mmol) prepared in Example 79 was treated with a saturated sodium bicarbonate solution to obtain 3-(3-fluorobenzyl)-2-methyl-4-(1,2,3,4-tetrahydroisoquinolin-2-yl)-1H-pyrrolo[3,2-c]pyridine (17 mg, 0.054 mmol). Sodium hydride (60%, 4.3 mg, 0.108 mmol) was added at room temperature to a solution of 3-(3-fluorobenzyl)-2-methyl-4-(1,2,3,4-tetrahydroisoquinolin-2-yl)-1H-pyrrolo[3,2-c]pyridine (17 mg, 0.054 mmol) in N,N-dimethylformamide (1 ml) and then the reaction mixture ... Isolated yield 98.2%. Starting materials: Cl.FC=1C=C(CC2=C(NC3=C2C(=NC=C3)N3CC2=CC=CC=C2CC3)C)C=CC1 (3-(3-fluorobenzyl)-2-methyl-4-(1,2,3,4-tetrahydroisoquinolin-2-yl)-1H-pyrrolo[3,2-c]pyridine hydrochloride), C([O-])(O)=O.[Na+] (sodium bicarbonate). Reaction SMILES: Cl.[F:2][C:3]1[CH:4]=[C:5]([CH:27]=[CH:28][CH:29]=1)[CH2:6][C:7]1[C:11]2[C:12]([N:16]3[CH2:25][CH2:24][C:23]4[C:18](=[CH:19][CH:20]=[CH:21][CH:22]=4)[CH2:17]3)=[N:13][CH:14]=[CH:15][C:10]=2[NH:9][C:8]=1[CH3:26].C(=O)(O)[O-].[Na+]>>[F:2][C:3]1[CH:4]=[C:5]([CH:27]=[CH:28][CH:29]=1)[CH2:6][C:7]1[C:11]2[C:12]([N:16]3[CH2:25][CH2:24][C:23]4[C:18](=[CH:19][CH:20]=[CH:21][CH:22]=4)[CH2:17]3)=[N:13][CH:14]=[CH:15][C:10]=2[NH:9][C:8]=1[CH3:26] |f:0.1,2.3|. Starting materials: O=C([O-])[O-], C#CCBr, CN(C)C=O, [K+], [K+], CCOC(=O)C(=NO)C(C)=O. Yields the product C#CCON=C(C(C)=O)C(=O)OCC. As a reaction SMILES: [C:12](=[O:13])([O-:14])[O-:15].[CH2:18]([C:19]#[CH:20])[Br:21].[CH3:22][N:23]([CH3:24])[CH:25]=[O:26].[K+:16].[K+:17].[OH:1][N:2]=[C:3]([C:4](=[O:5])[O:6][CH2:7][CH3:8])[C:9]([CH3:10])=[O:11]>>[O:1]([N:2]=[C:3]([C:4](=[O:5])[O:6][CH2:7][CH3:8])[C:9]([CH3:10])=[O:11])[CH2:20][C:19]#[CH:18]. Reactants: C(#N)C1(CC1)NC([C@@H](N[C@H](C(F)F)C1=CC=C(C=C1)C1=CC=C(C=C1)[C@@H]1[C@H](C1)C(=O)NC1CC1)CC(C)(C)F)=O (N1-(1-cyanocyclopropyl)-N2-[(1S)-1-(4′-{(1S,2S)-2-[(cyclopropylamino)carbonyl]cyclopropyl}biphenyl-4-yl)-2,2-difluoroethyl]-4-fluoro-L-leucinamide), CC=1C=CC(=CC1)S(=O)(=O)O.O (TsOH.H2O). The solvent is C1CCOC1 (THF), Hexanes, C1CCOC1 (THF). Run at time 30 minute. Yields the product CC1=CC=C(C=C1)S(=O)(=O)[O-].C(#N)C1(CC1)NC([C@H](CC(C)(C)F)[NH2+][C@H](C(F)F)C1=CC=C(C=C1)C1=CC=C(C=C1)[C@H]1[C@@H](C1)C(=O)NC1CC1)=O ((2S)-1-[(1-cyanocyclopropyl)amino]-N-[(1S)-1-(4′-{(1R,2R)-2-[(cyclopropylamino) carbonyl]cyclopropyl}biphenyl-4-yl)-2,2-difluoroethyl]-4-fluoro-4-methyl-1-oxopentan-2-aminium 4-methylbenzenesulfonate). As a reaction SMILES: [C:1]([C:3]1([NH:6][C:7](=[O:40])[C@H:8]([CH2:35][C:36]([F:39])([CH3:38])[CH3:37])[NH:9][C@@H:10]([C:14]2[CH:19]=[CH:18][C:17]([C:20]3[CH:25]=[CH:24][C:23]([C@H:26]4[CH2:28][C@@H:27]4[C:29]([NH:31][CH:32]4[CH2:34][CH2:33]4)=[O:30])=[CH:22][CH:21]=3)=[CH:16][CH:15]=2)[CH:11]([F:13])[F:12])[CH2:5][CH2:4]1)#[N:2].[CH3:41][C:42]1[CH:43]=[CH:44][C:45]([S:48]([OH:51])(=[O:50])=[O:49])=[CH:46][CH:47]=1.O>C1COCC1>[CH3:41][C:42]1[CH:43]=[CH:44][C:45]([S:48]([O-:51])(=[O:50])=[O:49])=[CH:46][CH:47]=1.[C:1]([C:3]1([NH:6][C:7](=[O:40])[C@@H:8]([NH2+:9][C@@H:10]([C:14]2[CH:19]=[CH:18][C:17]([C:20]3[CH:25]=[CH:24][C:23]([C@@H:26]4[CH2:28][C@H:27]4[C:29]([NH:31][CH:32]4[CH2:34][CH2:33]4)=[O:30])=[CH:22][CH:21]=3)=[CH:16][CH:15]=2)[CH:11]([F:12])[F:13])[CH2:35][C:36]([F:39])([CH3:38])[CH3:37])[CH2:5][CH2:4]1)#[N:2] |f:1.2,4.5|. Reported procedure: N1-(1-cyanocyclopropyl)-N2-[(1S)-1-(4′-{(1S,2S)-2-[(cyclopropylamino)carbonyl]cyclopropyl}biphenyl-4-yl)-2,2-difluoroethyl]-4-fluoro-L-leucinamide (60 mg, 0.11 mmol) was dissolved in 0.80 mL of THF. TsOH.H2O (21 mg, 0.11 mmol) was dissolved in 0.20 mL of THF and was added to the reaction mixture. It was stirred at room temperature for 30 minutes. Hexanes (∫3 mL) was then added until a precipitate crashed out of solution. It was sonicated for 5 minutes and it was filtered off on a Buchner funnel.... Reaction SMILES: [I:1][C:2]1[CH:3]=[C:4]([NH:9][C:10](=[O:18])[C:11]2[CH:16]=[CH:15][N:14]=[C:13](Cl)[CH:12]=2)[CH:5]=[CH:6][C:7]=1[CH3:8].[NH:19]1[CH2:23][CH2:22][CH2:21][CH2:20]1>>[I:1][C:2]1[CH:3]=[C:4]([NH:9][C:10](=[O:18])[C:11]2[CH:16]=[CH:15][N:14]=[C:13]([N:19]3[CH2:23][CH2:22][CH2:21][CH2:20]3)[CH:12]=2)[CH:5]=[CH:6][C:7]=1[CH3:8]. Starting materials: IC=1C=C(C=CC1C)NC(C1=CC(=NC=C1)Cl)=O (N-(3-iodo-4-methylphenyl)-2-chloro-isonicotinamide), IC=1C=C(C=CC1C)NC(C1=CC(=NC=C1)Cl)=O (N-(3-iodo-4-methylphenyl)-2-chloro-isonicotinamide), N1CCCC1 (pyrrolidine). Product: IC=1C=C(C=CC1C)NC(C1=CC(=NC=C1)N1CCCC1)=O (N-(3-iodo-4-methylphenyl)-2-pyrrolidin-1-yl-isonicotinamide). Procedure: A solution of N-(3-iodo-4-methylphenyl)-2-chloro-isonicotinamide (Intermediate 18) (7.00 g, 18.8 mmol) in pyrrolidine (20 ml) was heated at 80° C. under an atmosphere of nitrogen for 16 hours. Excess pyrrolidine was removed in vacuo and the residue was titurated with diethyl ether (20 ml). The resulting solid was collected by filtration and dried in vacuo to give N-(3-iodo-4-methylphenyl)-2-pyrrolidin-1-yl-isonicotinamide as a pale yellow solid (7.73 g, 18 mmol). LCMS: retention time 2.77 min MH... Starting materials: COC1=CC=C(C=C1)C=1N=C(NC1C1=CC=C(C=C1)OC)SCCCC(=O)N[C@@H](CCCCNC(=O)OCC1=CC=CC=C1)C(=O)OC (N2-[4-[4,5-bis(4-methoxyphenyl)-1H-imidazol-2-ylthio]-1-oxobutyl]-N6-[(phenylmethoxy)carbonyl]-L-lysine, methyl ester), Br (hydrogen bromide). The solvent is C(C)(=O)O (acetic acid), C(C)OCC (ethyl ether). Run at time 1 hour. Product: Br.COC1=CC=C(C=C1)C=1N=C(NC1C1=CC=C(C=C1)OC)SCCCC(=O)N[C@@H](CCCCN)C(=O)OC (N2-[4-[4,5-bis(4-methoxyphenyl)-1H-imidazol-2-ylthio]-1-oxobutyl]-L-lysine, methyl ester hydrobromide). Yield: 95.0%. As a reaction SMILES: [CH3:1][O:2][C:3]1[CH:8]=[CH:7][C:6]([C:9]2[N:10]=[C:11]([S:22][CH2:23][CH2:24][CH2:25][C:26]([NH:28][C@H:29]([C:45]([O:47][CH3:48])=[O:46])[CH2:30][CH2:31][CH2:32][CH2:33][NH:34]C(OCC3C=CC=CC=3)=O)=[O:27])[NH:12][C:13]=2[C:14]2[CH:19]=[CH:18][C:17]([O:20][CH3:21])=[CH:16][CH:15]=2)=[CH:5][CH:4]=1.[BrH:49]>C(O)(=O)C.C(OCC)C>[BrH:49].[CH3:1][O:2][C:3]1[CH:4]=[CH:5][C:6]([C:9]2[N:10]=[C:11]([S:22][CH2:23][CH2:24][CH2:25][C:26]([NH:28][C@H:29]([C:45]([O:47][CH3:48])=[O:46])[CH2:30][CH2:31][CH2:32][CH2:33][NH2:34])=[O:27])[NH:12][C:13]=2[C:14]2[CH:15]=[CH:16][C:17]([O:20][CH3:21])=[CH:18][CH:19]=2)=[CH:7][CH:8]=1 |f:4.5|. Procedure details: The N2-[4-[4,5-bis(4-methoxyphenyl)-1H-imidazol-2-ylthio]-1-oxobutyl]-N6-[(phenylmethoxy)carbonyl]-L-lysine, methyl ester (1.60 g, 0.0023 mol) was dissolved in hydrogen bromide 30 wt. % solution in acetic acid (20 ml) under a nitrogen atmosphere at ambient temperature. The reaction mixture was stirred for 1 hour, and diluted with ethyl ether to precipitate a gum. This residue was triturated with ethyl ether to give the title compound (1.58 g, 0.00224 mol, 95% yield) as an off white powder, mp 16...